Dataset: the Open Reaction Database (ORD), a public repository of structured organic reaction records. Task: describe an organic reaction: reactants, conditions, products, and yield Starting materials: CC#C.C=C=C (MAPP), C(CCCCCCCCCCCCCCCCC)(=O)OC(=C)C (isopropenyl stearate), C(CCCCCCCCCCCCCCCCC)(=O)O (stearic acid). Yields the product C(CCCCCCCCCCCCCCCCC)(=O)OC(CCCCCCCCCCCCCCCCC)=O (stearic anhydride). RXN SMILES: CC#C.C=C=C.[C:7](OC(C)=C)(=[O:25])[CH2:8][CH2:9][CH2:10][CH2:11][CH2:12][CH2:13][CH2:14][CH2:15][CH2:16][CH2:17][CH2:18][CH2:19][CH2:20][CH2:21][CH2:22][CH2:23][CH3:24].[C:30]([OH:49])(=[O:48])[CH2:31][CH2:32][CH2:33][CH2:34][CH2:35][CH2:36][CH2:37][CH2:38][CH2:39][CH2:40][CH2:41][CH2:42][CH2:43][CH2:44][CH2:45][CH2:46][CH3:47]>>[C:30]([O:49][C:7](=[O:25])[CH2:8][CH2:9][CH2:10][CH2:11][CH2:12][CH2:13][CH2:14][CH2:15][CH2:16][CH2:17][CH2:18][CH2:19][CH2:20][CH2:21][CH2:22][CH2:23][CH3:24])(=[O:48])[CH2:31][CH2:32][CH2:33][CH2:34][CH2:35][CH2:36][CH2:37][CH2:38][CH2:39][CH2:40][CH2:41][CH2:42][CH2:43][CH2:44][CH2:45][CH2:46][CH3:47] |f:0.1|. Procedure: When the reaction was completed, spent MAPP gas was removed from the product mixture in flash chamber 14. Gases were vented overhead and a liquid seal (not shown) was maintained at the bottom drain 15 to prevent leakage of spent gases into the atmosphere. A sight glass was provided in the barricade to permit remote manual control of the liquid level in chamber 14. Liquid exiting from the flash chamber was at a temperature of about 280° F and contained no apparent dissolved gas. Since isopropenyl... The reactants are C(CCC)[Sn](/C=C/C=1C(=NC(=CC1C1=C(C=C(C=C1)F)C)C1=CC=CC=C1)C(C)C)(CCCC)CCCC ((E)-3-[2-(Tributylstannyl)ethenyl]-4-(4-fluoro-2-methylphenyl)-2-(1-methylethyl)-6-phenylpyridine), BrC[C@H](CC(=O)OC)O ((S)-4-Bromo-3-hydroxybutanoic acid, methyl ester), CC(C)(C#N)N=NC(C)(C)C#N (AIBN), II (Iodine). The solvent is CCOCC (ether). Reaction conditions: temperature 140 celsius, time 16 hour. Yields the product FCC(=O)C1=CC=CC=C1 (2-fluoroacetophenone), crystals. The yield is 45.0%. RXN SMILES: C([Sn](CCCC)(CCCC)/C=C/C1C(C(C)C)=NC(C2C=CC=CC=2)=CC=1C1C=C[C:17]([F:20])=CC=1C)CCC.Br[CH2:40][C@@H:41](O)[CH2:42][C:43]([O:45]C)=O.[CH3:48][C:49](N=NC(C#N)(C)C)([C:51]#N)C.II>CCOCC>[F:20][CH2:17][C:43]([C:42]1[CH:41]=[CH:40][CH:51]=[CH:49][CH:48]=1)=[O:45]. Reported procedure: A mixture of (E)-3-[2-(Tributylstannyl)ethenyl]-4-(4-fluoro-2-methylphenyl)-2-(1-methylethyl)-6-phenylpyridine (7.18 gm, 24.7 mmol), acetylene 1 (4.500 gm, 13.7 mmol) and AIBN (0.084 gm, 5.1 mmol) were heated at 140° C. for 1.5 hours. The solution was cooled to room temperature and diluted with ether (30 ml). Iodine (7.16 gm, 27.1 mmol) was added and an unexpectedly strong exothermic reaction occurred and approximately half the solution foamed out of the flask. The flask was recapped and allowed...